This data is from the Open Reaction Database (ORD), a public repository of structured organic reaction records. The task is: describe an organic reaction: reactants, conditions, products, and yield The reactants are CNC(=O)NC1C(CCC=2SC=CC21)CC (1-methyl-3-(5-ethyl-4,5,6,7-tetrahydrobenzo[b]thien-4-yl)urea), CNC(=O)NC1C(CCC=2SC=CC21)CCC (1-methyl-3-(5-propyl-4,5,6,7-tetrahydrobenzo[b]thien-4-yl)urea), CNC(=O)NC1C(CCC=2SC=CC21)CCCC (1-methyl-3-(5-butyl-4,5,6,7-tetrahydrobenzo[b]thien-4-yl)urea). Product: CNC(=O)NC1C(CCC=2SC=CC21)C (1-methyl-3-(5-methyl-4,5,6,7-tetrahydrobenzo[b]thien-4-yl)urea). RXN SMILES: [CH3:1][NH:2][C:3]([NH:5][CH:6]1[C:14]2[CH:13]=[CH:12][S:11][C:10]=2[CH2:9][CH2:8][CH:7]1[CH2:15]C)=[O:4].CNC(NC1C2C=CSC=2CCC1CCC)=O.CNC(NC1C2C=CSC=2CCC1CCCC)=O>>[CH3:1][NH:2][C:3]([NH:5][CH:6]1[C:14]2[CH:13]=[CH:12][S:11][C:10]=2[CH2:9][CH2:8][CH:7]1[CH3:15])=[O:4]. Procedure details: Similarly, alkylation of 4,5,6,7-tetrahydrobenzo[b]thiophen-4-one with ethyl iodide, propyl iodide, and butyl iodide affords the corresponding 5-alkyl ketones, which are converted in the above manner to 1-methyl-3-(5-ethyl-4,5,6,7-tetrahydrobenzo[b]thien-4-yl)urea, 1-methyl-3-(5-propyl-4,5,6,7-tetrahydrobenzo[b]thien-4-yl)urea, and 1-methyl-3-(5-butyl-4,5,6,7-tetrahydrobenzo[b]thien-4-yl)urea, respectively. RXN SMILES: [CH3:1][c:2]1[cH:3][c:4]([C:24]([F:25])([F:26])[F:27])[n:5][n:6]1[CH2:7][C:8](=[O:9])[N:10]1[CH2:11][CH2:12][CH:13]([n:16]2[n:17][c:18]([C:21](=[O:22])[OH:23])[cH:19][cH:20]2)[CH2:14][CH2:15]1.[CH3:28][N:29]1[CH2:30][CH2:31][O:32][CH2:33][CH2:34]1.[CH3:35][NH:36][CH:37]1[CH2:38][CH2:39][CH2:40][c:41]2[cH:42][cH:43][cH:44][cH:45][c:46]21.[Cl:47][CH2:48][Cl:49].[OH2:50]>>[CH3:1][c:2]1[cH:3][c:4]([C:24]([F:25])([F:26])[F:27])[n:5][n:6]1[CH2:7][C:8](=[O:9])[N:10]1[CH2:11][CH2:12][CH:13]([n:16]2[n:17][c:18]([C:21](=[O:23])[N:36]([CH3:35])[CH:37]3[CH2:38][CH2:39][CH2:40][c:41]4[cH:42][cH:43][cH:44][cH:45][c:46]43)[cH:19][cH:20]2)[CH2:14][CH2:15]1. The reactants are Cc1cc(C(F)(F)F)nn1CC(=O)N1CCC(n2ccc(C(=O)O)n2)CC1, CN1CCOCC1, CNC1CCCc2ccccc21, ClCCl, O. Yields the product Cc1cc(C(F)(F)F)nn1CC(=O)N1CCC(n2ccc(C(=O)N(C)C3CCCc4ccccc43)n2)CC1. RXN SMILES: [NH2:1][CH:2]1[CH2:10][C:9]2[C:4](=[CH:5][CH:6]=[CH:7][CH:8]=2)[CH2:3]1.[C:11]1(=O)[O:16][C:14](=[O:15])[C:13]2=[CH:17][CH:18]=[CH:19][CH:20]=[C:12]12>C(O)(=O)C>[C:11]1(=[O:16])[C:12]2[C:13](=[CH:17][CH:18]=[CH:19][CH:20]=2)[C:14](=[O:15])[N:1]1[CH:2]1[CH2:10][C:9]2[C:4](=[CH:5][CH:6]=[CH:7][CH:8]=2)[CH2:3]1. Product: C1(N(C(C2=CC=CC=C12)=O)C1CC2=CC=CC=C2C1)=O (2-(1,3-isoindolinedion-2-yl)indane). The solvent is C(C)(=O)O (acetic acid). The yield is 86.3%. Starting materials: NC1CC2=CC=CC=C2C1 (2-amino-indane), C1(C=2C(C(=O)O1)=CC=CC2)=O (phthalic anhydride), ice water. Procedure details: To 200 ml of acetic acid were added 26.4 g of 2-amino-indane and 44.5 g of phthalic anhydride, and the mixture was refluxed under heating for 17 hours. The reaction mixture was poured into ice water, and crystals precipitated were collected by filtration, washed, dried and then recrystallized from ethyl acetate to obtain 45.04 g of 2-(1,3-isoindolinedion-2-yl)indane.